From a dataset of the Open Reaction Database (ORD), a public repository of structured organic reaction records. describe an organic reaction: reactants, conditions, products, and yield Starting materials: O1[C@H](CCC1)CO ((2R)-tetrahydrofuran-2-ylmethanol), FC1=C(C(=O)OC)C=CC(=C1)O (methyl 2-fluoro-4-hydroxybenzoate). Product: FC1=C(C(=O)OC)C=CC(=C1)OC[C@@H]1OCCC1 (methyl 2-fluoro-4-[(2R)-tetrahydrofuran-2-ylmethoxy]benzoate). Yield: 97.9%. RXN SMILES: [O:1]1[CH2:5][CH2:4][CH2:3][C@@H:2]1[CH2:6][OH:7].[F:8][C:9]1[CH:18]=[C:17](O)[CH:16]=[CH:15][C:10]=1[C:11]([O:13][CH3:14])=[O:12]>>[F:8][C:9]1[CH:18]=[C:17]([O:7][CH2:6][C@H:2]2[CH2:3][CH2:4][CH2:5][O:1]2)[CH:16]=[CH:15][C:10]=1[C:11]([O:13][CH3:14])=[O:12]. Procedure: Using (2R)-tetrahydrofuran-2-ylmethanol (1.71 g, 10.0 mmol) and methyl 2-fluoro-4-hydroxybenzoate (1.24 g, 12.0 mmol) obtained in Reference Example 272 and in the same manner as in Reference Example 273, the title compound (2.49 g, yield 98%) was obtained as colorless crystals. The reactants are O=C1Cc2c(cccc2-c2cccc(Br)c2)N1, CCN(CC)CCNC(=O)c1c(C)[nH]c(C=O)c1C, C1CCNCC1, CCO. The product is CCN(CC)CCNC(=O)c1c(C)[nH]c(C=C2C(=O)Nc3cccc(-c4cccc(Br)c4)c32)c1C. Reaction SMILES: [Br:1][c:2]1[cH:3][c:4](-[c:8]2[c:9]3[c:13]([cH:14][cH:15][cH:16]2)[NH:12][C:11](=[O:17])[CH2:10]3)[cH:5][cH:6][cH:7]1.[CH2:18]([CH3:19])[N:20]([CH2:21][CH2:22][NH:23][C:24](=[O:25])[c:26]1[c:27]([CH3:34])[nH:28][c:29]([CH:32]=[O:33])[c:30]1[CH3:31])[CH2:35][CH3:36].[CH2:37]1[CH2:38][CH2:39][NH:40][CH2:41][CH2:42]1.[CH3:43][CH2:44][OH:45]>>[Br:1][c:2]1[cH:3][c:4](-[c:8]2[c:9]3[c:13]([cH:14][cH:15][cH:16]2)[NH:12][C:11](=[O:17])[C:10]3=[CH:32][c:29]2[nH:28][c:27]([CH3:34])[c:26]([C:24]([NH:23][CH2:22][CH2:21][N:20]([CH2:18][CH3:19])[CH2:35][CH3:36])=[O:25])[c:30]2[CH3:31])[cH:5][cH:6][cH:7]1. The reactants are C(C=1C(O)=CC=CC1)=O.[K] (potassium salicylaldehyde), nitro, ClC1=C(C=CC=C1)[N+](=O)[O-] (2-chloronitrobenzene), carboxylic acid. The product is C1=CC=CC2=C1C(NC1=C(O2)C=CC=C1)=O (10,11-dihydro-dibenz[b,f][1,4]oxazepin-11-one). As a reaction SMILES: [CH:1](=[O:9])[C:2]1[C:3](=[CH:5][CH:6]=[CH:7][CH:8]=1)[OH:4].[K].Cl[C:12]1[CH:17]=[CH:16][CH:15]=[CH:14][C:13]=1[N+:18]([O-])=O>>[CH:8]1[C:2]2[C:1](=[O:9])[NH:18][C:13]3[CH:14]=[CH:15][CH:16]=[CH:17][C:12]=3[O:4][C:3]=2[CH:5]=[CH:6][CH:7]=1 |f:0.1,^1:9|. Reported procedure: The starting material 10,11-dihydro-dibenz[b,f][1,4]oxazepin-11-one was prepared according to the procedures reported in Coyne et al (J. Med. Chem., 1967, 10:541). Briefly, this entailed coupling potassium salicylaldehyde with 2-chloronitrobenzene, followed by oxidation to the carboxylic acid, reduction of nitro, and finally ring closure, to yield the desired starting material.